From a dataset of the Open Reaction Database (ORD), a public repository of structured organic reaction records. describe an organic reaction: reactants, conditions, products, and yield Starting materials: CCCCO, CN1CC(CCCl)OC1=O, Fc1cccc(N2CCNCC2)c1, [I-], [K+], [Na+], [Na+], O=C([O-])[O-]. Reaction SMILES: [CH2:32]([OH:33])[CH2:34][CH2:35][CH3:36].[Cl:14][CH2:15][CH2:16][CH:17]1[CH2:18][N:19]([CH3:23])[C:20](=[O:22])[O:21]1.[F:1][c:2]1[cH:3][c:4]([N:8]2[CH2:9][CH2:10][NH:11][CH2:12][CH2:13]2)[cH:5][cH:6][cH:7]1.[I-:31].[K+:30].[Na+:24].[Na+:25].[O-:26][C:27](=[O:28])[O-:29]>>[F:1][c:2]1[cH:3][c:4]([N:8]2[CH2:9][CH2:10][N:11]([CH2:15][CH2:16][CH:17]3[CH2:18][N:19]([CH3:23])[C:20](=[O:22])[O:21]3)[CH2:12][CH2:13]2)[cH:5][cH:6][cH:7]1. Yields the product CN1CC(CCN2CCN(c3cccc(F)c3)CC2)OC1=O. Yields the product C(CCC)C1=NN=C(N1CC1=CC=C(C=C1)[N+](=O)[O-])SCC1=CC=C(C=C1)Cl (3-n-Butyl-5-(4-chlorobenzylthio)-4-(4-nitrobenzyl)-4H-1,2,4-triazole). Reported procedure: Reaction of 5-n-butyl-2,4-dihydro-4-(4-nitrobenzyl)-3H-1,2,4-triazole-3-thione with 4-chlorobenzyl chloride according to the procedure of Example 4, Step A (with reaction time shortened to 4.5 hours) gave a 90% yield of the title compound as an oil, homogeneous by TLC in 19:1 CH2Cl2 --MeOH; mass spectrum (FAB m/e 417 (M+1)+. Reaction SMILES: [CH2:1]([C:5]1[N:6]([CH2:11][C:12]2[CH:17]=[CH:16][C:15]([N+:18]([O-:20])=[O:19])=[CH:14][CH:13]=2)[C:7](=[S:10])[NH:8][N:9]=1)[CH2:2][CH2:3][CH3:4].[Cl:21][C:22]1[CH:29]=[CH:28][C:25]([CH2:26]Cl)=[CH:24][CH:23]=1>>[CH2:1]([C:5]1[N:6]([CH2:11][C:12]2[CH:17]=[CH:16][C:15]([N+:18]([O-:20])=[O:19])=[CH:14][CH:13]=2)[C:7]([S:10][CH2:26][C:25]2[CH:28]=[CH:29][C:22]([Cl:21])=[CH:23][CH:24]=2)=[N:8][N:9]=1)[CH2:2][CH2:3][CH3:4]. Reactants: C(CCC)C=1N(C(NN1)=S)CC1=CC=C(C=C1)[N+](=O)[O-] (5-n-butyl-2,4-dihydro-4-(4-nitrobenzyl)-3H-1,2,4-triazole-3-thione), ClC1=CC=C(CCl)C=C1 (4-chlorobenzyl chloride). Yield: 90.0%. Starting materials: CC(C)(C)OC(=O)CN1CCN(S(=O)(=O)c2cc3ccc(Cl)cc3s2)CC1=O, ClCCl, O=C(O)C(F)(F)F. Yields the product O=C(O)CN1CCN(S(=O)(=O)c2cc3ccc(Cl)cc3s2)CC1=O. RXN SMILES: [C:1]([CH3:2])([CH3:3])([CH3:4])[O:5][C:6]([CH2:7][N:8]1[C:9](=[O:27])[CH2:10][N:11]([S:14](=[O:15])(=[O:16])[c:17]2[cH:18][c:19]3[c:20]([s:21]2)[cH:22][c:23]([Cl:26])[cH:24][cH:25]3)[CH2:12][CH2:13]1)=[O:28].[Cl:36][CH2:37][Cl:38].[OH:29][C:30]([C:31]([F:32])([F:33])[F:34])=[O:35]>>[O:5]=[C:6]([CH2:7][N:8]1[C:9](=[O:27])[CH2:10][N:11]([S:14](=[O:15])(=[O:16])[c:17]2[cH:18][c:19]3[c:20]([s:21]2)[cH:22][c:23]([Cl:26])[cH:24][cH:25]3)[CH2:12][CH2:13]1)[OH:28]. Reactants: C(CC(=O)O)(=O)O (malonic acid), C(N)(OCC)=O (ethyl carbamate), P(=O)(Cl)(Cl)Cl (phosphorus oxychloride). Run in O (water). Run at temperature 80 celsius. Product: C(CC(=O)NC(=O)OCC)(=O)NC(=O)OCC (malonyldiurethane). Yield: 43.1%. As a reaction SMILES: [C:1]([OH:7])(=O)[CH2:2][C:3]([OH:5])=O.[C:8](=[O:13])([O:10][CH2:11][CH3:12])[NH2:9].P(Cl)(Cl)(Cl)=O>O>[C:3]([NH:9][C:8]([O:10][CH2:11][CH3:12])=[O:13])(=[O:5])[CH2:2][C:1]([NH:9][C:8]([O:10][CH2:11][CH3:12])=[O:13])=[O:7]. Procedure: With a mortar and pestle 10.40 g (0.100 mole) of malonic acid and 18.00 g (0.210 mole) of ethyl carbamate were ground to a fine powder. This powder was placed in a flask, and 16.0 mL (0.167 mole) of phosphorus oxychloride was added. This mixture was heated at 80° C. until the evolution of gas ceased. After this reaction mixture had cooled to ambient temperature, 210 mL of water was added. When the stiff glassy mixture became fluid, it was extracted with ethyl acetate. The combined extracts were ... Conditions: time 8 hour. Procedure: 1,4-Dioxa-8-aza-spiro[4.5]decan-8-carboxylic acid(4-{[2-(2-methyl-2H-indazol-6-ylcarbamoyl)-phenylamino]-methyl}-pyridin-2-yl)-amide (564 mg, 1.04 mmol) in acetone (35 mL), was cooled to 4° C. and treated dropwise with aqueous hydrochloric acid (4 N, 9 mL). The reaction was warmed to rt and stirred overnight. The reaction was made basic by the addition of saturated aqueous sodium hydrogencarbonate and extracted with EtOAc. The organic phase was washed with brine, dried, filtered and concentrated... Reactants: Cl (hydrochloric acid), CN1N=C2C=C(C=CC2=C1)NC(=O)C1=C(C=CC=C1)NCC1=CC(=NC=C1)NC(=O)N1CCC2(OCCO2)CC1 (1,4-Dioxa-8-aza-spiro[4.5]decan-8-carboxylic acid(4-{[2-(2-methyl-2H-indazol-6-ylcarbamoyl)-phenylamino]-methyl}-pyridin-2-yl)-amide), C(O)([O-])=O.[Na+] (sodium hydrogencarbonate). Yield: 90.3%. RXN SMILES: [CH3:1][N:2]1[CH:10]=[C:9]2[C:4]([CH:5]=[C:6]([NH:11][C:12]([C:14]3[CH:19]=[CH:18][CH:17]=[CH:16][C:15]=3[NH:20][CH2:21][C:22]3[CH:27]=[CH:26][N:25]=[C:24]([NH:28][C:29]([N:31]4[CH2:40][CH2:39][C:34]5(OCC[O:35]5)[CH2:33][CH2:32]4)=[O:30])[CH:23]=3)=[O:13])[CH:7]=[CH:8]2)=[N:3]1.Cl.C(=O)([O-])O.[Na+]>CC(C)=O>[CH3:1][N:2]1[CH:10]=[C:9]2[C:4]([CH:5]=[C:6]([NH:11][C:12]([C:14]3[CH:19]=[CH:18][CH:17]=[CH:16][C:15]=3[NH:20][CH2:21][C:22]3[CH:27]=[CH:26][N:25]=[C:24]([NH:28][C:29]([N:31]4[CH2:32][CH2:33][C:34](=[O:35])[CH2:39][CH2:40]4)=[O:30])[CH:23]=3)=[O:13])[CH:7]=[CH:8]2)=[N:3]1 |f:2.3|. Solvent: CC(=O)C (acetone). Yields the product CN1N=C2C=C(C=CC2=C1)NC(=O)C1=C(C=CC=C1)NCC1=CC(=NC=C1)NC(=O)N1CCC(CC1)=O (4-oxo-piperidine-1-carboxylic acid (4-{[2-(2-methyl-2H-indazol-6-ylcarbamoyl)-phenylamino]-methyl}-pyridin-2-yl)-amide). The reactants are CCC(C)=O, COc1ccc(C(C)C(O)(c2ccnc(Cl)c2)C(F)(F)F)c(Cl)c1, [I-], [Na+]. The product is COc1ccc(C(C)C(O)(c2ccnc(I)c2)C(F)(F)F)c(Cl)c1. As a reaction SMILES: [CH2:27]([C:28]([CH3:29])=[O:30])[CH3:31].[Cl:1][c:2]1[c:3]([CH:10]([C:11]([C:12]([F:13])([F:14])[F:15])([OH:16])[c:17]2[cH:18][c:19]([Cl:23])[n:20][cH:21][cH:22]2)[CH3:24])[cH:4][cH:5][c:6]([O:8][CH3:9])[cH:7]1.[I-:26].[Na+:25]>>[Cl:1][c:2]1[c:3]([CH:10]([C:11]([C:12]([F:13])([F:14])[F:15])([OH:16])[c:17]2[cH:18][c:19]([I:26])[n:20][cH:21][cH:22]2)[CH3:24])[cH:4][cH:5][c:6]([O:8][CH3:9])[cH:7]1. The reactants are NC1=CC=C(C=C1)S(=O)(=O)NC1=NC(=NC(=C1)Cl)N (4-amino-N-(2-amino-6-chloro-pyrimidin-4-yl)-benzenesulfonamide), C(C1=CC=CC=C1)N (benzylamine). Solvent: C(C)O (ethanol), C(C)O (ethanol). Run at temperature 130 celsius. The product is NC1=CC=C(C=C1)S(=O)(=O)NC1=NC(=NC(=C1)NCC1=CC=CC=C1)N (4-amino-N-(2-amino-6-benzylamino-pyrimidin-4-yl)-benzenesulfonamide). Yield: 40.5%. As a reaction SMILES: [NH2:1][C:2]1[CH:7]=[CH:6][C:5]([S:8]([NH:11][C:12]2[CH:17]=[C:16](Cl)[N:15]=[C:14]([NH2:19])[N:13]=2)(=[O:10])=[O:9])=[CH:4][CH:3]=1.[CH2:20]([NH2:27])[C:21]1[CH:26]=[CH:25][CH:24]=[CH:23][CH:22]=1>C(O)C>[NH2:1][C:2]1[CH:7]=[CH:6][C:5]([S:8]([NH:11][C:12]2[CH:17]=[C:16]([NH:27][CH2:20][C:21]3[CH:26]=[CH:25][CH:24]=[CH:23][CH:22]=3)[N:15]=[C:14]([NH2:19])[N:13]=2)(=[O:10])=[O:9])=[CH:4][CH:3]=1. Procedure: 0.30 g (0.001 mol) of 4-amino-N-(2-amino-6-chloro-pyrimidin-4-yl)-benzenesulfonamide and 11 ml (0.1 mol) of benzylamine were dissolved in 15 ml of ethanol and stirred in an autoclave at 130° C. The reaction mixture was freed from solvent, the residue was suspended in 5 ml of ethanol and treated in an ultrasound bath for 15 minutes. The precipitate was filtered off, dissolved in 10 ml of 0.1N NaOH and filtered. The filtrate was adjusted to pH 6 with 0.1N HCl. The precipitate was filtered off unde... Starting materials: N=1OC=2CCCC3NC=4C=CC=CC4C1C23 (4,5,5a,6-tetrahydro-3H-isoxazolo[5,4,3-kl]acridine), O (water), FC1=CC=C(CBr)C=C1 (4-fluorobenzylbromide), C(=O)([O-])[O-].[K+].[K+] (K2CO3). As a reaction SMILES: [N:1]1[O:2][C:3]2[CH2:4][CH2:5][CH2:6][CH:7]3[C:16]=2[C:15]=1[C:14]1[CH:13]=[CH:12][CH:11]=[CH:10][C:9]=1[NH:8]3.[F:17][C:18]1[CH:25]=[CH:24][C:21]([CH2:22]Br)=[CH:20][CH:19]=1.C([O-])([O-])=O.[K+].[K+].O>CN(C=O)C>[F:17][C:18]1[CH:25]=[CH:24][C:21]([CH2:22][N:8]2[CH:7]3[C:16]4=[C:3]([O:2][N:1]=[C:15]4[C:14]4[CH:13]=[CH:12][CH:11]=[CH:10][C:9]2=4)[CH2:4][CH2:5][CH2:6]3)=[CH:20][CH:19]=1 |f:2.3.4|. The solvent is CN(C)C=O (DMF). Run at time 2 day. Reported procedure: In 40 ml dry DMF were combined 3.00 g 4,5,5a,6-tetrahydro-3H-isoxazolo[5,4,3-kl]acridine, 8.8 ml 4-fluorobenzylbromide and 3 g milled K2CO3. The mixture was stirred mechanically under nitrogen at ambient temperature for 2 days during which the reaction was complete. The reaction mixture was poured into excess water and extracted with DCM. The DCM layer was concentrated to a residue and the residue was triturated with 1:1 methanol/water and recrystallized from 1:1 DCM/hexanes to yield after dryin... Yields the product FC1=CC=C(CN2C=3C=CC=CC3C=3C4=C(CCCC24)ON3)C=C1 (6-(4-Fluorobenzyl)-4,5,5a,6-tetrahydro-3H-isoxazolo[5,4,3-kl]acridine). Starting materials: O=C([O-])O, Nc1cccc(OCc2ccccc2)c1, COC(=O)CCl, [Na+]. Yields the product COC(=O)CNc1cccc(OCc2ccccc2)c1. Reaction SMILES: [C:16](=[O:17])([OH:18])[O-:19].[CH2:1]([c:2]1[cH:3][cH:4][cH:5][cH:6][cH:7]1)[O:8][c:9]1[cH:10][c:11]([NH2:12])[cH:13][cH:14][cH:15]1.[Cl:21][CH2:22][C:23](=[O:24])[O:25][CH3:26].[Na+:20]>>[CH2:1]([c:2]1[cH:3][cH:4][cH:5][cH:6][cH:7]1)[O:8][c:9]1[cH:10][c:11]([NH:12][CH2:22][C:23](=[O:24])[O:25][CH3:26])[cH:13][cH:14][cH:15]1.